Dataset: the Open Reaction Database (ORD), a public repository of structured organic reaction records. Task: describe an organic reaction: reactants, conditions, products, and yield The reactants are CCOC(=O)c1c(C)nc2cccc(OCC(N)C(C)C)c2c1N, COc1cc(C(=O)O)ccc1OCCCO. Product: CCOC(=O)c1c(C)nc2cccc(OCC(NC(=O)c3ccc(OCCCO)c(OC)c3)C(C)C)c2c1N. As a reaction SMILES: [NH2:1][c:2]1[c:3]([C:20](=[O:21])[O:22][CH2:23][CH3:24])[c:4]([CH3:19])[n:5][c:6]2[cH:7][cH:8][cH:9][c:10]([O:12][CH2:13][CH:14]([CH:15]([CH3:16])[CH3:17])[NH2:18])[c:11]12.[OH:25][CH2:26][CH2:27][CH2:28][O:29][c:30]1[c:31]([O:39][CH3:40])[cH:32][c:33]([C:34](=[O:35])[OH:36])[cH:37][cH:38]1>>[NH2:1][c:2]1[c:3]([C:20](=[O:21])[O:22][CH2:23][CH3:24])[c:4]([CH3:19])[n:5][c:6]2[cH:7][cH:8][cH:9][c:10]([O:12][CH2:13][CH:14]([CH:15]([CH3:16])[CH3:17])[NH:18][C:34]([c:33]3[cH:32][c:31]([O:39][CH3:40])[c:30]([O:29][CH2:28][CH2:27][CH2:26][OH:25])[cH:38][cH:37]3)=[O:35])[c:11]12. Reactants: NC1=C(C=CC=C1)SC([C@H](NC(=O)OCC1=CC=CC=C1)C(=O)OC)C1=C(C=CC(=C1)F)F (methyl β-[(2-aminophenyl)thio]-N-[(benzyloxy)carbonyl]-2,5-difluorophenylalaninate), C1(=CC=C(C=C1)S(=O)(=O)O)C (p-toluenesulfonic acid). Run in xylenes. The product is FC1=C(C=C(C=C1)F)[C@@H]1SC2=C(NC([C@@H]1NC(OCC1=CC=CC=C1)=O)=O)C=CC=C2 (Benzyl cis-2-(2,5-difluorophenyl)-4-oxo-2,3,4,5-tetrahydro-1,5-benzothiazepin-3-ylcarbamate). The yield is 59.9%. RXN SMILES: [NH2:1][C:2]1[CH:7]=[CH:6][CH:5]=[CH:4][C:3]=1[S:8][CH:9]([C:26]1[CH:31]=[C:30]([F:32])[CH:29]=[CH:28][C:27]=1[F:33])[C@@H:10]([C:22]([O:24]C)=O)[NH:11][C:12]([O:14][CH2:15][C:16]1[CH:21]=[CH:20][CH:19]=[CH:18][CH:17]=1)=[O:13].C1(C)C=CC(S(O)(=O)=O)=CC=1>>[F:33][C:27]1[CH:28]=[CH:29][C:30]([F:32])=[CH:31][C:26]=1[C@H:9]1[C@@H:10]([NH:11][C:12](=[O:13])[O:14][CH2:15][C:16]2[CH:17]=[CH:18][CH:19]=[CH:20][CH:21]=2)[C:22](=[O:24])[NH:1][C:2]2[CH:7]=[CH:6][CH:5]=[CH:4][C:3]=2[S:8]1. Reported procedure: A suspension of methyl β-[(2-aminophenyl)thio]-N-[(benzyloxy)carbonyl]-2,5-difluorophenylalaninate (4:1, Z:E) (4.3 g) and p-toluenesulfonic acid (catalytic) in xylenes (100 mL) was heated to reflux for 2 h, using a Dean-Stark apparatus to remove water. The mixture was then cooled, resulting in precipitation of the crude product as a white solid (3.3 g, 4:1, cis:trans). This was recrystallized from ethyl acetate/ether to afford the title compound (2.4 g, 60%). 1H NMR (300 MHz, d6-DMSO) δ 4.63 (t,...